From a dataset of the Open Reaction Database (ORD), a public repository of structured organic reaction records. describe an organic reaction: reactants, conditions, products, and yield Starting materials: ClCCCOC1=C2CCC(NC2=CC=C1)=O (5-(3-chloropropoxy)-3,4-dihydrocarbostyril), [I-].[Na+] (sodium iodide), C(O)([O-])=O.[Na+] (sodium hydrogencarbonate), C(C1=CC=CC=C1)N1CCNCC1 (4-benzylpiperazine). The solvent is CC(=O)C (acetone), C(C)N(CC)CC (triethylamine), CN(C=O)C (dimethylformamide). Conditions: time 7 hour. Yields the product C(C1=CC=CC=C1)N1CCN(CC1)CCCOC1=C2CCC(NC2=CC=C1)=O (5-[3-(4-benzylpiperazinyl)propoxy]-3,4-dihydrocarbostyril). The yield is 84.0%. Reaction SMILES: Cl[CH2:2][CH2:3][CH2:4][O:5][C:6]1[CH:15]=[CH:14][CH:13]=[C:12]2[C:7]=1[CH2:8][CH2:9][C:10](=[O:16])[NH:11]2.[I-].[Na+].[CH2:19]([N:26]1[CH2:31][CH2:30][NH:29][CH2:28][CH2:27]1)[C:20]1[CH:25]=[CH:24][CH:23]=[CH:22][CH:21]=1.C(=O)([O-])O.[Na+]>C(N(CC)CC)C.CN(C)C=O.CC(C)=O>[CH2:19]([N:26]1[CH2:31][CH2:30][N:29]([CH2:2][CH2:3][CH2:4][O:5][C:6]2[CH:15]=[CH:14][CH:13]=[C:12]3[C:7]=2[CH2:8][CH2:9][C:10](=[O:16])[NH:11]3)[CH2:28][CH2:27]1)[C:20]1[CH:21]=[CH:22][CH:23]=[CH:24][CH:25]=1 |f:1.2,4.5|. Procedure: 24 Grams of 5-(3-chloropropoxy)-3,4-dihydrocarbostyril and 17 g of sodium iodide are mixed with 300 ml of acetone and heated for 3 hours under refluxing conditions. Then, 300 ml of dimethylformamide, 12 g of triethylamine and 18 g of 4-benzylpiperazine are added thereto and the reaction is carried out at 60°-70° C. for 7 hours with stirring conditions. The reaction mixture is concentrated under a reduced pressure to obtain a viscous liquid, then 300 ml of 3% sodium hydrogencarbonate aqueous solu... Reactants: O=C([O-])[O-], CCOC(=O)c1sc2ccc(OCC3CO3)c(OC=O)c2c1Cl, [K+], [K+], O. Yields the product CCOC(=O)c1sc2ccc3c(c2c1Cl)OC(CO)CO3. RXN SMILES: [C:1](=[O:2])([O-:3])[O-:4].[Cl:7][c:8]1[c:9]2[c:10]([s:11][c:12]1[C:13](=[O:14])[O:15][CH2:16][CH3:17])[cH:18][cH:19][c:20]([O:25][CH2:26][CH:27]1[CH2:28][O:29]1)[c:21]2[O:22][CH:23]=[O:24].[K+:5].[K+:6].[OH2:30]>>[Cl:7][c:8]1[c:9]2[c:10]([s:11][c:12]1[C:13](=[O:14])[O:15][CH2:16][CH3:17])[cH:18][cH:19][c:20]1[c:21]2[O:22][CH:27]([CH2:28][OH:29])[CH2:26][O:25]1.